From a dataset of the Open Reaction Database (ORD), a public repository of structured organic reaction records. describe an organic reaction: reactants, conditions, products, and yield Reaction SMILES: [Li+].CC([N-]C(C)C)C.[O:9]=[C:10]([CH3:25])[CH2:11][CH:12]1[CH2:17][CH2:16][N:15]([C:18]([O:20][C:21]([CH3:24])([CH3:23])[CH3:22])=[O:19])[CH2:14][CH2:13]1.Cl[Si:27]([CH3:30])([CH3:29])[CH3:28].C([O-])(O)=O.[Na+]>C1COCC1>[CH3:28][Si:27]([CH3:30])([CH3:29])[O:9][C:10](=[CH2:25])[CH2:11][CH:12]1[CH2:13][CH2:14][N:15]([C:18]([O:20][C:21]([CH3:24])([CH3:23])[CH3:22])=[O:19])[CH2:16][CH2:17]1 |f:0.1,4.5|. Starting materials: O=C(CC1CCN(CC1)C(=O)OC(C)(C)C)C (tert-butyl 4-(2-oxopropyl)piperidine-1-carboxylate), C(=O)(O)[O-].[Na+] (NaHCO3), [Li+].CC(C)[N-]C(C)C (LDA), Cl[Si](C)(C)C (chlorotrimethylsilane). The product is C[Si](OC(CC1CCN(CC1)C(=O)OC(C)(C)C)=C)(C)C (tert-butyl 4-(2-(trimethylsilyloxy)allyl)piperidine-1-carboxylate). Run in C1CCOC1 (THF), C1CCOC1 (THF). Run at time 25 minute. Isolated yield 108.1%. Reported procedure: To a cooled (−78° C.) solution of LDA (12.3 mL, 24.6 mmol) in THF (50 mL) was added dropwise over 40 minutes a solution of tert-butyl 4-(2-oxopropyl)piperidine-1-carboxylate (4.95 g, 20.5 mmol) in THF (20 mL). After an additional 25 minutes, chlorotrimethylsilane (5.21 mL, 41.0 mmol) was added dropwise over 20 minutes. After stirring for an hour, the reaction was poured into saturated NaHCO3 and extracted with ether (2×400 mL). The combined ether layers were washed with brine, dried, filtered an... The reactants are ClC1=CC=CC2=C1C(N1[C@H](C=3N2C=NC3C(=O)OCC)CCC1)=O (ethyl (S)-8-chloro-11,12,13,13a-tetrahydro-9-oxo-9H-imidazo[1,5-a]pyrrolo[2,1-c][1,4]benzodiazepine-1-carboxylate), [C-]#N.[K+] (potassium cyanide). Run in C(C1=CC=CC=C1)O (benzyl alcohol). Yields the product ClC1=CC=CC2=C1C(N1[C@H](C=3N2C=NC3C(=O)OCC3=CC=CC=C3)CCC1)=O (benzyl (S)-8-chloro-11,12,13,13a-tetrahydro-9-oxo-9H-imidazo[1,5-a]pyrrolo[2,1-c][1,4]benzodiazepine-1-carboxylate). RXN SMILES: [Cl:1][C:2]1[C:7]2[C:8](=[O:24])[N:9]3[CH2:23][CH2:22][CH2:21][C@H:10]3[C:11]3[N:12]([CH:13]=[N:14][C:15]=3[C:16]([O:18][CH2:19][CH3:20])=[O:17])[C:6]=2[CH:5]=[CH:4][CH:3]=1.[C-]#N.[K+]>C(O)C1C=CC=CC=1>[Cl:1][C:2]1[C:7]2[C:8](=[O:24])[N:9]3[CH2:23][CH2:22][CH2:21][C@H:10]3[C:11]3[N:12]([CH:13]=[N:14][C:15]=3[C:16]([O:18][CH2:19][C:20]3[CH:6]=[CH:7][CH:2]=[CH:3][CH:4]=3)=[O:17])[C:6]=2[CH:5]=[CH:4][CH:3]=1 |f:1.2|. Procedure details: 5 g (14.5 mmol) of ethyl (S)-8-chloro-11,12,13,13a-tetrahydro-9-oxo-9H-imidazo[1,5-a]pyrrolo[2,1-c][1,4]benzodiazepine-1-carboxylate, 70 mg of powdered potassium cyanide and 20 ml of benzyl alcohol are stirred at 110° for 1 hour, evaporated to dryness and the residue is taken up in chloroform. The solution is washed with water, dried over magnesium sulphate and evaporated. By recrystallization from ethanol and ether there is obtained benzyl (S)-8-chloro-11,12,13,13a-tetrahydro-9-oxo-9H-imidazo[1... Starting materials: CN(C)c1cc(Br)ccc1O, CCN(C(C)C)C(C)C, COCCl, ClCCl, O. RXN SMILES: [Br:1][c:2]1[cH:3][c:4]([N:9]([CH3:10])[CH3:11])[c:5]([OH:8])[cH:6][cH:7]1.[CH2:12]([N:13]([CH:14]([CH3:15])[CH3:16])[CH:17]([CH3:18])[CH3:19])[CH3:20].[Cl:21][CH2:22][O:23][CH3:24].[Cl:26][CH2:27][Cl:28].[OH2:25]>>[Br:1][c:2]1[cH:3][c:4]([N:9]([CH3:10])[CH3:11])[c:5]([O:8][CH2:22][O:23][CH3:24])[cH:6][cH:7]1. Product: COCOc1ccc(Br)cc1N(C)C. The reactants are C1CC(=O)N(C1=O)Br (NBS), COC(C1=C(C(=CC=C1)C)NS(=O)(=O)C1=CC=C(C=C1)OC)=O (2-(4-Methoxy-benzenesulfonylamino)-3-methyl-benzoic acid methyl ester), BrN1C(CCC1=O)=O (N-bromosuccinimide), CC(C)(C#N)N=NC(C)(C)C#N (AIBN). The reagents and catalysts are CC(C)(C#N)N=NC(C)(C)C#N (AIBN). The solvent is C(Cl)(Cl)Cl (CHCl3). The product is COC(C1=C(C(=CC(=C1)Br)C)NS(=O)(=O)C1=CC=C(C=C1)OC)=O (5-Bromo-2-(4-methoxy-benzenesulfonylamino)-3-methyl-benzoic acid methyl ester). Yield: 50.1%. Reaction SMILES: [CH3:1][O:2][C:3](=[O:23])[C:4]1[CH:9]=[CH:8][CH:7]=[C:6]([CH3:10])[C:5]=1[NH:11][S:12]([C:15]1[CH:20]=[CH:19][C:18]([O:21][CH3:22])=[CH:17][CH:16]=1)(=[O:14])=[O:13].[Br:24]N1C(=O)CCC1=O.CC(N=NC(C#N)(C)C)(C#N)C>C(Cl)(Cl)Cl.CC(N=NC(C#N)(C)C)(C#N)C>[CH3:1][O:2][C:3](=[O:23])[C:4]1[CH:9]=[C:8]([Br:24])[CH:7]=[C:6]([CH3:10])[C:5]=1[NH:11][S:12]([C:15]1[CH:16]=[CH:17][C:18]([O:21][CH3:22])=[CH:19][CH:20]=1)(=[O:14])=[O:13]. Procedure: To a solution of 1.00 g (2.985 mmol) of the product of Example 3 in 100 mL of CHCl3 was added 0.531 g (2.985 mmol) of N-bromosuccinimide and 0.025 g of AIBN. The resulting mixture was heated to reflux for 18 h and then an additional 0.411 g of NBS and 0.013 g of AIBN were added to the reaction. After refluxing the reaction for another 5 h the reaction mixture was cooled to room temperature, washed with sodium sulfite solution and water, dried over MgSO4, filtered and concentrated in vacuo. The r... Starting materials: CC(=O)OI1(C2=CC=CC=C2C(=O)O1)(OC(=O)C)OC(=O)C (1,1,1-triacetoxy-1,1-dihydro-1,2-benziodoxol-3(1H)-one), OC(CCC1=CC=CC=C1)C=1N=C(SC1)C1CCN(CC1)C(=O)OC(C)(C)C (tert-butyl 4-[4-(1-hydroxy-3-phenylpropyl)-1,3-thiazol-2-yl]piperidine-1-carboxylate). Run in ClCCl (dichloromethane). Reaction conditions: time 8 hour. The product is C1(=CC=CC=C1)CCC(=O)C=1N=C(SC1)C1CCN(CC1)C(=O)OC(C)(C)C (tert-Butyl 4-[4-(3-phenylpropanoyl)-1,3-thiazol-2-yl]piperidine-1-carboxylate). RXN SMILES: CC(OI1(OC(C)=O)(OC(C)=O)OC(=O)C2C1=CC=CC=2)=O.[OH:23][CH:24]([C:33]1[N:34]=[C:35]([CH:38]2[CH2:43][CH2:42][N:41]([C:44]([O:46][C:47]([CH3:50])([CH3:49])[CH3:48])=[O:45])[CH2:40][CH2:39]2)[S:36][CH:37]=1)[CH2:25][CH2:26][C:27]1[CH:32]=[CH:31][CH:30]=[CH:29][CH:28]=1>ClCCl>[C:27]1([CH2:26][CH2:25][C:24]([C:33]2[N:34]=[C:35]([CH:38]3[CH2:43][CH2:42][N:41]([C:44]([O:46][C:47]([CH3:50])([CH3:49])[CH3:48])=[O:45])[CH2:40][CH2:39]3)[S:36][CH:37]=2)=[O:23])[CH:32]=[CH:31][CH:30]=[CH:29][CH:28]=1. Procedure details: At room temperature, 1,1,1-triacetoxy-1,1-dihydro-1,2-benziodoxol-3(1H)-one (15% strength solution in dichloromethane, 8.3 g) was added dropwise to a solution of tert-butyl 4-[4-(1-hydroxy-3-phenylpropyl)-1,3-thiazol-2-yl]piperidine-1-carboxylate (790 mg) in dichloromethane (7.9 ml). The reaction mixture was stirred at room temperature overnight. 5 g of silica gel were then added, and the solvent was removed under reduced pressure. The residue was purified chromatographically. This gave tert-but...